From a dataset of the Open Reaction Database (ORD), a public repository of structured organic reaction records. describe an organic reaction: reactants, conditions, products, and yield Starting materials: O=[N+]([O-])c1ccc(Br)cn1, O=C([O-])[O-], C1COCCN1, CCCC[N+](CCCC)(CCCC)CCCC, CS(C)=O, CCOC(C)=O, [I-], [K+], [K+]. Yields the product O=[N+]([O-])c1ccc(N2CCOCC2)cn1. RXN SMILES: [Br:1][c:2]1[cH:3][cH:4][c:5]([N+:8](=[O:9])[O-:10])[n:6][cH:7]1.[C:17](=[O:18])([O-:19])[O-:20].[CH2:11]1[CH2:12][O:13][CH2:14][CH2:15][NH:16]1.[CH2:24]([N+:25]([CH2:26][CH2:27][CH2:28][CH3:29])([CH2:30][CH2:31][CH2:32][CH3:33])[CH2:34][CH2:35][CH2:36][CH3:37])[CH2:38][CH2:39][CH3:40].[CH3:41][S:42]([CH3:43])=[O:44].[CH3:45][CH2:46][O:47][C:48](=[O:49])[CH3:50].[I-:23].[K+:21].[K+:22]>>[c:2]1([N:16]2[CH2:11][CH2:12][O:13][CH2:14][CH2:15]2)[cH:3][cH:4][c:5]([N+:8](=[O:9])[O-:10])[n:6][cH:7]1. The reactants are COC(C(CC(C)C)C=1C=C(C=C(C1)O)C1=CC(=CC(=C1)C(F)(F)F)C(F)(F)F)=O (2-(5-Hydroxy-3′,5′-bis-trifluoromethyl-biphenyl-3-yl)-4-methyl-pentanoic acid methyl ester), FC=1C=C(C=C(C1)C(F)(F)F)B(O)O (3-fluoro-5-trifluoromethylphenyl-boronic acid). Product: COC(C(CC(C)C)C=1C=C(C=C(C1)OC1=CC(=CC(=C1)C(F)(F)F)F)C1=CC(=CC(=C1)C(F)(F)F)C(F)(F)F)=O (2-[5-(3-Fluoro-5-trifluoromethyl-phenoxy)-3′,5′-bis-trifluoromethyl-biphenyl-3-yl]-4-methyl-pentanoic acid methyl ester). Yield: 35.0%. RXN SMILES: [CH3:1][O:2][C:3](=[O:30])[CH:4]([C:9]1[CH:10]=[C:11]([C:16]2[CH:21]=[C:20]([C:22]([F:25])([F:24])[F:23])[CH:19]=[C:18]([C:26]([F:29])([F:28])[F:27])[CH:17]=2)[CH:12]=[C:13]([OH:15])[CH:14]=1)[CH2:5][CH:6]([CH3:8])[CH3:7].[F:31][C:32]1[CH:33]=[C:34](B(O)O)[CH:35]=[C:36]([C:38]([F:41])([F:40])[F:39])[CH:37]=1>>[CH3:1][O:2][C:3](=[O:30])[CH:4]([C:9]1[CH:10]=[C:11]([C:16]2[CH:21]=[C:20]([C:22]([F:23])([F:25])[F:24])[CH:19]=[C:18]([C:26]([F:27])([F:28])[F:29])[CH:17]=2)[CH:12]=[C:13]([O:15][C:34]2[CH:35]=[C:36]([C:38]([F:40])([F:39])[F:41])[CH:37]=[C:32]([F:31])[CH:33]=2)[CH:14]=1)[CH2:5][CH:6]([CH3:8])[CH3:7]. Procedure details: The title compound was prepared in 35% yield from 2-(5-hydroxy-3′,5′-bis-trifluoromethyl-biphenyl-3-yl)-4-methyl-pentanoic acid methyl ester (prepared in Example C) and 3-fluoro-5-trifluoromethylphenyl-boronic acid under the conditions described in Example 15, step (g). Reactants: ClC1=C(C=CC(=C1)NC1=NC=CC=C1C1=C2N=CN(C2=NC(=N1)C)C1OCCCC1)NC(C)=O (N-(2-chloro-4-(3-(2-methyl-9-(tetrahydro-2H-pyran-2-yl)-9H-purin-6-yl)pyridin-2-ylamino)phenyl)acetamide), FC(C(=O)O)(F)F (trifluoroacetic acid). Solvent: C(Cl)Cl (DCM). Conditions: temperature 0 celsius, time 1 hour. The product is ClC1=C(C=CC(=C1)NC1=NC=CC=C1C1=C2N=CNC2=NC(=N1)C)NC(C)=O (N-(2-chloro-4-(3-(2-methyl-9H-purin-6-yl)pyridin-2-ylamino)phenyl)acetamide). The yield is 85.2%. Reaction SMILES: [Cl:1][C:2]1[CH:7]=[C:6]([NH:8][C:9]2[C:14]([C:15]3[N:23]=[C:22]([CH3:24])[N:21]=[C:20]4[C:16]=3[N:17]=[CH:18][N:19]4C3CCCCO3)=[CH:13][CH:12]=[CH:11][N:10]=2)[CH:5]=[CH:4][C:3]=1[NH:31][C:32](=[O:34])[CH3:33].FC(F)(F)C(O)=O>C(Cl)Cl>[Cl:1][C:2]1[CH:7]=[C:6]([NH:8][C:9]2[C:14]([C:15]3[N:23]=[C:22]([CH3:24])[N:21]=[C:20]4[C:16]=3[N:17]=[CH:18][NH:19]4)=[CH:13][CH:12]=[CH:11][N:10]=2)[CH:5]=[CH:4][C:3]=1[NH:31][C:32](=[O:34])[CH3:33]. Reported procedure: A mixture of N-(2-chloro-4-(3-(2-methyl-9-(tetrahydro-2H-pyran-2-yl)-9H-purin-6-yl)pyridin-2-ylamino)phenyl)acetamide (100 mg, 0.209 mmol) in DCM (3 mL) was cooled to 0° C., treated with trifluoroacetic acid (3 mL, 40.4 mmol), and the yellow solution was stirred at 0° C. for 1 h. The mixture was concentrated in vacuo, the residue was treated with 2 M NH3 in MeOH and concentrated in vacuo. The crude product was purified by chromatography through a Redi-Sep pre-packed silica gel column (40 g), elu... Starting materials: C1CCOC1, [Li]CCCC, Cn1ccnc1, O=Cc1cc(Oc2ccc3c(ccn3C(=O)Nc3cccc(C(F)(F)F)c3)c2)ncn1. Yields the product Cn1ccnc1C(O)c1cc(Oc2ccc3c(ccn3C(=O)Nc3cccc(C(F)(F)F)c3)c2)ncn1. Reaction SMILES: [CH2:43]1[O:44][CH2:45][CH2:46][CH2:47]1.[CH2:7]([Li:8])[CH2:9][CH2:10][CH3:11].[CH3:1][n:2]1[cH:3][cH:4][n:5][cH:6]1.[F:12][C:13]([c:14]1[cH:15][c:16]([NH:20][C:21](=[O:22])[n:23]2[cH:24][cH:25][c:26]3[cH:27][c:28]([O:32][c:33]4[n:34][cH:35][n:36][c:37]([CH:39]=[O:40])[cH:38]4)[cH:29][cH:30][c:31]23)[cH:17][cH:18][cH:19]1)([F:41])[F:42]>>[CH3:1][n:2]1[cH:3][cH:4][n:5][c:6]1[CH:39]([c:37]1[n:36][cH:35][n:34][c:33]([O:32][c:28]2[cH:27][c:26]3[cH:25][cH:24][n:23]([C:21]([NH:20][c:16]4[cH:15][c:14]([C:13]([F:12])([F:41])[F:42])[cH:19][cH:18][cH:17]4)=[O:22])[c:31]3[cH:30][cH:29]2)[cH:38]1)[OH:40]. Reactants: ice water, N1=CC=CC=C1 (pyridine), C(C)OC(=O)Cl (chloroformic acid ethyl ester), ClC=1C=CC(=C(C(=O)NN)C1)O (5-chloro-2-hydroxybenzoic acid hydrazide). Run in CC(=O)N(C)C (dimethylacetamide). Reaction conditions: temperature 90 celsius. The product is C(C)OC(=O)N(N)C(C1=C(C=CC(=C1)Cl)O)=O (N-(5-chloro-2-hydroxybenzoyl)-hydrazinecarboxylic acid ethyl ester). Reaction SMILES: [Cl:1][C:2]1[CH:3]=[CH:4][C:5]([OH:12])=[C:6]([CH:11]=1)[C:7]([NH:9][NH2:10])=[O:8].N1C=CC=CC=1.[CH2:19]([O:21][C:22](Cl)=[O:23])[CH3:20]>CC(N(C)C)=O>[CH2:19]([O:21][C:22]([N:9]([C:7](=[O:8])[C:6]1[CH:11]=[C:2]([Cl:1])[CH:3]=[CH:4][C:5]=1[OH:12])[NH2:10])=[O:23])[CH3:20]. Reported procedure: 37.2 g of 5-chloro-2-hydroxybenzoic acid hydrazide are dissolved in 200 ml of dimethylacetamide and 16 g of pyridine and 22 g of chloroformic acid ethyl ester are added simultaneously over the course of 30 minutes. The reaction mixture is subsequently heated to 90° C for 3 hours whilst stirring, cooled and poured onto 1 litre of ice water. The precipitate which has separated out slowly crystallises throughout. The N-(5-chloro-2-hydroxybenzoyl)-hydrazinecarboxylic acid ethyl ester thus obtained (... Starting materials: CCCCCCC.C(C)(=O)OCC (heptane ethyl acetate), CC(C)([O-])C.[Na+] (sodium tert-butoxide), NC1=C(C(=NN1C1=C(C=C(C=C1Cl)C(F)(F)F)Cl)C#N)SC(F)(F)F (5-amino-1-(2,6-dichloro-4-trifluoromethylphenyl)-3-cyano-4-trifluoromethylthiopyrazole), C(C)O (ethanol). Reagents/catalysts: [Cu]Br (copper(I)bromide). Solvent: O (water), CN(C=O)C (N,N-dimethylformamide). Run at temperature 90 celsius. Yields the product NC1=C(C(=NN1C1=C(C=C(C=C1OCC)C(F)(F)F)Cl)C#N)SC(F)(F)F (5-Amino-1-(2-chloro-6-ethoxy-4-trifluoromethylphenyl)-3-cyano-4-trifluoromethylthiopyrazole). As a reaction SMILES: [NH2:1][C:2]1[N:6]([C:7]2C(Cl)=C[C:10]([C:14]([F:17])([F:16])[F:15])=[CH:9][C:8]=2[Cl:18])[N:5]=[C:4]([C:19]#[N:20])[C:3]=1[S:21][C:22]([F:25])([F:24])[F:23].C(O)C.CC(C)([O-])C.[Na+].CCCCCCC.[C:42]([O:45][CH2:46][CH3:47])(=O)[CH3:43]>CN(C)C=O.[Cu]Br.O>[NH2:1][C:2]1[N:6]([C:7]2[C:42]([O:45][CH2:46][CH3:47])=[CH:43][C:10]([C:14]([F:15])([F:16])[F:17])=[CH:9][C:8]=2[Cl:18])[N:5]=[C:4]([C:19]#[N:20])[C:3]=1[S:21][C:22]([F:25])([F:24])[F:23] |f:2.3,4.5|. Reported procedure: To a mixture of 5-amino-1-(2,6-dichloro-4-trifluoromethylphenyl)-3-cyano-4-trifluoromethylthiopyrazole (4.5 g, 10.7 mmol) and ethanol (0.73 g, 16.0 mmol) in N,N-dimethylformamide (25 ml), was added sodium tert-butoxide (1.54 g, 16.0 mmol) and copper(I)bromide (0.08 g, 0.5 mmol). The mixture was heated at 90° C. for 7 hours under nitrogen. After extractive workup (heptane-ethyl acetate, water) and column chromatography the title product was obtained (2.17 g), mp 166° C., 1H-NMR: 1.34 (3H), 4.14 (...